This data is from the Open Reaction Database (ORD), a public repository of structured organic reaction records. The task is: describe an organic reaction: reactants, conditions, products, and yield The reactants are COC=1C=C(C=CC1OC)CCN(C(OC(C)(C)C)=O)CCCN1C(C=2C3=C(C=CC2CC1=O)N=C(N3)C3=C(C=CC=C3)OC)=O (tert-butyl [2-(3,4-dimethoxyphenyl)ethyl]{3-[2-(2-methoxyphenyl)-7,9-dioxo-1,6,7,9-tetrahydro-8H-imidazo[4,5-h]isoquinolin-8-yl]propyl}carbamate), BrCCCBr (1,3-dibromopropane), [OH-].[Na+] (NaOH), CCO (EtOH). The solvent is O (water). The product is COC=1C=C(C=CC1OC)CCN(C(OC(C)(C)C)=O)CCCN1C(C=2C3=C(C=CC2C2(C1=O)CCCCC2)N=C(N3)C3=C(C=CC=C3)OC)=O (tert-Butyl [2-(3,4-dimethoxyphenyl)ethyl]{3-[2′-(2-methoxyphenyl)-7′, 9′-dioxo-1′,9′-dihydrospiro[cyclohexane-1,6′-imidazo[4,5-h]isoquinolin]-8′(7′H)-yl]propyl}carbamate). Yield: 43.0%. RXN SMILES: [CH3:1][O:2][C:3]1[CH:4]=[C:5]([CH2:11][CH2:12][N:13]([CH2:21][CH2:22][CH2:23][N:24]2[C:33](=[O:34])[CH2:32][C:31]3[CH:30]=[CH:29][C:28]4[N:35]=[C:36]([C:38]5[CH:43]=[CH:42][CH:41]=[CH:40][C:39]=5[O:44][CH3:45])[NH:37][C:27]=4[C:26]=3[C:25]2=[O:46])[C:14](=[O:20])[O:15][C:16]([CH3:19])([CH3:18])[CH3:17])[CH:6]=[CH:7][C:8]=1[O:9][CH3:10].Br[CH2:48][CH2:49][CH2:50]Br.[OH-].[Na+].[CH3:54][CH2:55]O>O>[CH3:1][O:2][C:3]1[CH:4]=[C:5]([CH2:11][CH2:12][N:13]([CH2:21][CH2:22][CH2:23][N:24]2[C:33](=[O:34])[C:32]3([CH2:55][CH2:54][CH2:50][CH2:49][CH2:48]3)[C:31]3[CH:30]=[CH:29][C:28]4[N:35]=[C:36]([C:38]5[CH:43]=[CH:42][CH:41]=[CH:40][C:39]=5[O:44][CH3:45])[NH:37][C:27]=4[C:26]=3[C:25]2=[O:46])[C:14](=[O:20])[O:15][C:16]([CH3:17])([CH3:19])[CH3:18])[CH:6]=[CH:7][C:8]=1[O:9][CH3:10] |f:2.3|. Procedure: A solution of tert-butyl [2-(3,4-dimethoxyphenyl)ethyl]{3-[2-(2-methoxyphenyl)-7,9-dioxo-1,6,7,9-tetrahydro-8H-imidazo[4,5-h]isoquinolin-8-yl]propyl}carbamate (100.0 mg, 0.159 mmol), 1,3-dibromopropane (43.9 mg, 0.19 mmol) and aqueous 1 N NaOH solution (0.32 mL, 0.32 mmol) in water (1.0 mL) and EtOH (1 mL) was heated at 80° C. for 2 h. The cooled mixture was partitioned between EtOAc and water. The organic layer was washed with brine, dried (MgSO4), filtered and concentrated under reduced pressu... Reactants: COC1=C(SC2=C1C=CC=C2)C(=O)O (3-Methoxy benzothiophene 2-carboxylic acid), C(=O)(C=1NC=CN1)C=1NC=CN1 (carbonyl diimidazole), C(CN)N (ethylene diamine). The solvent is ClCCl (dichloromethane), ClCCl (dichloromethane). Conditions: time 2 hour. Yields the product NCCC1=CC=CC2=C1C(=C(S2)C(=O)N)OC (2-amino ethyl-3-methoxy benzothiophene-2-carboxamide). RXN SMILES: [CH3:1][O:2][C:3]1[C:7]2[CH:8]=[CH:9][CH:10]=[CH:11][C:6]=2[S:5][C:4]=1[C:12]([OH:14])=O.[C:15](C1NC=CN=1)([C:17]1[NH:18]C=CN=1)=O.C(N)C[NH2:29]>ClCCl>[NH2:18][CH2:17][CH2:15][C:8]1[C:7]2[C:3]([O:2][CH3:1])=[C:4]([C:12]([NH2:29])=[O:14])[S:5][C:6]=2[CH:11]=[CH:10][CH:9]=1. Reported procedure: 3-Methoxy benzothiophene 2-carboxylic acid (6.24 g) and carbonyl diimidazole (5.8 g) were dissolved in dry dichloromethane (200 ml) and stirred at room temperature for 2 hours. The solution was then added to a solution of ethylene diamine (9.0 g) in dichloromethane (50 ml) and the solution stirred overnight. After evaporation to dryness under vacuum, the residue was partitioned between ethyl acetate and water. The organic layer was extracted several times with 2N hydrochloric acid, the aqueous l... Starting materials: O.O.O.O.O.O.O.[Cl-].[Ce+3].[Cl-].[Cl-] (Cerium(III) chloride heptahydrate), C(C)(C)(C)OC(C(=O)OC)C1=C(C(=NN1C)C1=CC(CCC1)=O)C=1C=CC2=C(CCCO2)C1 (methyl 2-(tert-butoxy)-2-[4-(3,4-dihydro-2H-1-benzopyran-6-yl)-1-methyl-3-(3-oxocyclohex-1-en-1-yl)-1H-pyrazol-5-yl]acetate), [BH4-].[Na+] (sodium borohydride). Solvent: C(C)O (ethanol). Reaction conditions: temperature 0 celsius, time 1 hour. Yields the product C(C)(C)(C)OC(C(=O)OC)C1=C(C(=NN1C)C1=CC(CCC1)O)C=1C=CC2=C(CCCO2)C1 (methyl 2-(tert-butoxy)-2-[4-(3,4-dihydro-2H-1-benzopyran-6-yl)-3-(3-hydroxycyclohex-1-en-1-yl)-1-methyl-1H-pyrazol-5-yl]acetate). Isolated yield 87.1%. Reaction SMILES: O.O.O.O.O.O.O.[Cl-].[Ce+3].[Cl-].[Cl-].[C:12]([O:16][CH:17]([C:22]1[N:26]([CH3:27])[N:25]=[C:24]([C:28]2[CH2:33][CH2:32][CH2:31][C:30](=[O:34])[CH:29]=2)[C:23]=1[C:35]1[CH:36]=[CH:37][C:38]2[O:43][CH2:42][CH2:41][CH2:40][C:39]=2[CH:44]=1)[C:18]([O:20][CH3:21])=[O:19])([CH3:15])([CH3:14])[CH3:13].[BH4-].[Na+]>C(O)C>[C:12]([O:16][CH:17]([C:22]1[N:26]([CH3:27])[N:25]=[C:24]([C:28]2[CH2:33][CH2:32][CH2:31][CH:30]([OH:34])[CH:29]=2)[C:23]=1[C:35]1[CH:36]=[CH:37][C:38]2[O:43][CH2:42][CH2:41][CH2:40][C:39]=2[CH:44]=1)[C:18]([O:20][CH3:21])=[O:19])([CH3:15])([CH3:13])[CH3:14] |f:0.1.2.3.4.5.6.7.8.9.10,12.13|. Procedure: Cerium(III) chloride heptahydrate (62 mg, 0.167 mmol) was added to a solution of methyl 2-(tert-butoxy)-2-[4-(3,4-dihydro-2H-1-benzopyran-6-yl)-1-methyl-3-(3-oxocyclohex-1-en-1-yl)-1H-pyrazol-5-yl]acetate (43c) (63 mg, 0.139 mmol) in ethanol (0.46 mL). The reaction mixture was cooled to 0° C. and sodium borohydride (6 mg, 0.167 mmol) was slowly added. After stirring for 1 hour at the same temperature, the reaction was quenched with water (2 mL) and concentrated in vacuo to remove ethanol. The re... Starting materials: CO, [Cl-], [Cl-], [Cl-], [Cl-], [Cl-], CCCc1cc(C(O)(C(F)(F)F)C(F)(F)F)ccc1Oc1cccc(CN2C(=O)NC(C)(c3ccc(SC)nc3)C2=O)c1, O, OO, [Ta+5]. Product: CCCc1cc(C(O)(C(F)(F)F)C(F)(F)F)ccc1Oc1cccc(CN2C(=O)NC(C)(c3ccc(S(C)(=O)=O)nc3)C2=O)c1. As a reaction SMILES: [CH3:47][OH:48].[Cl-:49].[Cl-:51].[Cl-:52].[Cl-:53].[Cl-:54].[F:1][C:2]([C:3]([C:4]([F:5])([F:6])[F:7])([OH:8])[c:9]1[cH:10][c:11]([CH2:39][CH2:40][CH3:41])[c:12]([O:13][c:14]2[cH:15][c:16]([CH2:17][N:18]3[C:19](=[O:33])[NH:20][C:21]([c:24]4[cH:25][n:26][c:27]([S:30][CH3:31])[cH:28][cH:29]4)([CH3:32])[C:22]3=[O:23])[cH:34][cH:35][cH:36]2)[cH:37][cH:38]1)([F:42])[F:43].[OH2:46].[OH:44][OH:45].[Ta+5:50]>>[F:1][C:2]([C:3]([C:4]([F:5])([F:6])[F:7])([OH:8])[c:9]1[cH:10][c:11]([CH2:39][CH2:40][CH3:41])[c:12]([O:13][c:14]2[cH:15][c:16]([CH2:17][N:18]3[C:19](=[O:33])[NH:20][C:21]([c:24]4[cH:25][n:26][c:27]([S:30]([CH3:31])(=[O:46])=[O:48])[cH:28][cH:29]4)([CH3:32])[C:22]3=[O:23])[cH:34][cH:35][cH:36]2)[cH:37][cH:38]1)([F:42])[F:43]. The product is C(=CC)C=1C=C(C=CC1O)C(C)(C)C1=CC(=C(C=C1)O)C=CC (2,2-bis(3-(1-propenyl)-4-hydroxyphenyl)propane). Reported procedure: 2,2-Bis(3-allyl-4-hydroxyphenyl)propane (1 mole) was mixed with potassium hydroxide pellets (2.2 moles) and the mixture was stirred and heated at 110° for 30 minutes. The mixture was cooled, neutralised with dilute hydrochloric acid, and the product was extracted into methylene chloride. The solution was dried and evaporated to give substantially pure 2,2-bis(3-(1-propenyl)-4-hydroxyphenyl)propane. Starting materials: C(C=C)C=1C=C(C=CC1O)C(C)(C)C1=CC(=C(C=C1)O)CC=C (2,2-Bis(3-allyl-4-hydroxyphenyl)propane), [OH-].[K+] (potassium hydroxide), Cl (hydrochloric acid). Reaction SMILES: [CH2:1]([C:4]1[CH:5]=[C:6]([C:11]([C:14]2[CH:19]=[CH:18][C:17]([OH:20])=[C:16]([CH2:21][CH:22]=[CH2:23])[CH:15]=2)([CH3:13])[CH3:12])[CH:7]=[CH:8][C:9]=1[OH:10])[CH:2]=[CH2:3].[OH-].[K+].Cl>>[CH:21]([C:16]1[CH:15]=[C:14]([C:11]([C:6]2[CH:7]=[CH:8][C:9]([OH:10])=[C:4]([CH:1]=[CH:2][CH3:3])[CH:5]=2)([CH3:12])[CH3:13])[CH:19]=[CH:18][C:17]=1[OH:20])=[CH:22][CH3:23] |f:1.2|. Reaction SMILES: CC([C:4]1[CH:9]=[CH:8][C:7]([F:10])=[C:6]([Br:11])[CH:5]=1)=O.ClC1C=CC=[C:15]([C:19]([O:21]O)=[O:20])C=1.S([O-])([O-])(=O)=S.[Na+].[Na+]>ClCCl.C(OCC)C>[C:19]([O:21][C:4]1[CH:9]=[CH:8][C:7]([F:10])=[C:6]([Br:11])[CH:5]=1)(=[O:20])[CH3:15] |f:2.3.4|. The solvent is C(C)OCC (diethyl ether), ClCCl (dichloromethane). Yield: 68.0%. The product is C(C)(=O)OC1=CC(=C(C=C1)F)Br (O-acetyl 3-bromo-4-fluorophenol). Reaction conditions: time 12 hour. The reactants are ClC1=CC(=CC=C1)C(=O)OO (m-chloroperbenzoic acid), CC(=O)C1=CC(=C(C=C1)F)Br (3-bromo-4-fluoroacetophenone), ClC1=CC(=CC=C1)C(=O)OO (m-chloroperbenzoic acid), ClC1=CC(=CC=C1)C(=O)OO (m-chloroperbenzoic acid), S(=S)(=O)([O-])[O-].[Na+].[Na+] (sodium thiosulfate). Procedure: A solution of 1.09 gm (5 mMol) 3-bromo-4-fluoroacetophenone and 3.45 gm (20 mMol) m-chloroperbenzoic acid (70%) in 15 mL dichloromethane was heated at reflux for 18 hours. An additional 3.45 gm m-chloroperbenzoic acid were added and reflux continued for about 12 hours. At this point an additional 1.4 gm m-chloroperbenzoic acid were added and reflux continued for 18 hours. The reaction mixture was cooled to room temperature and was then diluted with 50 mL diethyl ether. The resulting mixture was ... The reactants are CC=1C=CC(=C(C(=O)O)C1)N1N=CC=N1 (5-methyl-2-(2H-1,2,3-triazol-2-yl)benzoic acid), CC1=CC=CC(=C1C(=O)O)I (6-methyl-2-iodobenzoic acid), N1N=NC=C1 (1,2,3-triazole). Product: CC1=C(C(=O)O)C(=CC=C1)N1N=CC=N1 (2-Methyl-6-(2H-1,2,3-triazol-2-yl)benzoic acid). As a reaction SMILES: C[C:2]1[CH:3]=[CH:4][C:5]([N:11]2[N:15]=[CH:14][CH:13]=[N:12]2)=[C:6]([CH:10]=1)[C:7]([OH:9])=[O:8].[CH3:16]C1C(C(O)=O)=C(I)C=CC=1.N1C=CN=N1>>[CH3:16][C:10]1[CH:2]=[CH:3][CH:4]=[C:5]([N:11]2[N:12]=[CH:13][CH:14]=[N:15]2)[C:6]=1[C:7]([OH:9])=[O:8]. Procedure: The title compound was prepared following the same general protocol as described for 5-methyl-2-(2H-1,2,3-triazol-2-yl)benzoic acid in Example A11 using 6-methyl-2-iodobenzoic acid and 1,2,3-triazole. ESI-MS (m/z): 204 [M+1]+. Starting materials: COC(=O)CC(C)OCc1ccccc1, CO, [K+], [OH-], O. The product is CC(CC(=O)O)OCc1ccccc1. As a reaction SMILES: [CH2:3]([c:4]1[cH:5][cH:6][cH:7][cH:8][cH:9]1)[O:10][CH:11]([CH2:12][C:13](=[O:14])[O:15][CH3:16])[CH3:17].[CH3:18][OH:19].[K+:2].[OH-:1].[OH2:20]>>[CH2:3]([c:4]1[cH:5][cH:6][cH:7][cH:8][cH:9]1)[O:10][CH:11]([CH2:12][C:13](=[O:14])[OH:15])[CH3:17]. Starting materials: CC(C)(C)OC(=O)NCCCCBr, COC(=O)CC1Cc2ccc(O)cc2N(Cc2ccccc2)C1=O. Product: COC(=O)CC1Cc2ccc(OCCCCNC(=O)OC(C)(C)C)cc2N(Cc2ccccc2)C1=O. As a reaction SMILES: [C:25]([CH3:26])([CH3:27])([CH3:28])[O:29][C:30]([NH:31][CH2:32][CH2:33][CH2:34][CH2:35][Br:36])=[O:37].[CH3:1][O:2][C:3]([CH2:4][CH:5]1[C:6](=[O:23])[N:7]([CH2:16][c:17]2[cH:18][cH:19][cH:20][cH:21][cH:22]2)[c:8]2[cH:9][c:10]([OH:15])[cH:11][cH:12][c:13]2[CH2:14]1)=[O:24]>>[CH3:1][O:2][C:3]([CH2:4][CH:5]1[C:6](=[O:23])[N:7]([CH2:16][c:17]2[cH:18][cH:19][cH:20][cH:21][cH:22]2)[c:8]2[cH:9][c:10]([O:15][CH2:35][CH2:34][CH2:33][CH2:32][NH:31][C:30]([O:29][C:25]([CH3:26])([CH3:27])[CH3:28])=[O:37])[cH:11][cH:12][c:13]2[CH2:14]1)=[O:24].